Dataset: the Open Reaction Database (ORD), a public repository of structured organic reaction records. Task: describe an organic reaction: reactants, conditions, products, and yield The reactants are ClCCl, COC(=O)C(C)N1C(=O)C(C)N=C(c2ccccc2F)c2cc(Br)ccc21, O, S=P12SP3(=S)SP(=S)(S1)SP(=S)(S2)S3, c1ccncc1. Yields the product COC(=O)C(C)N1C(=S)C(C)N=C(c2ccccc2F)c2cc(Br)ccc21. As a reaction SMILES: [CH2:49]([Cl:50])[Cl:51].[CH3:1][O:2][C:3]([CH:4]([N:5]1[C:6](=[O:25])[CH:7]([CH3:24])[N:8]=[C:9]([c:17]2[c:18]([F:23])[cH:19][cH:20][cH:21][cH:22]2)[c:10]2[c:11]1[cH:12][cH:13][c:14]([Br:16])[cH:15]2)[CH3:26])=[O:27].[OH2:48].[P:28]12(=[S:29])[S:30][P:31]3(=[S:41])[S:32][P:33](=[S:39])([S:34][P:35](=[S:38])([S:36]3)[S:37]1)[S:40]2.[cH:42]1[cH:43][cH:44][n:45][cH:46][cH:47]1>>[CH3:1][O:2][C:3]([CH:4]([N:5]1[C:6](=[S:29])[CH:7]([CH3:24])[N:8]=[C:9]([c:17]2[c:18]([F:23])[cH:19][cH:20][cH:21][cH:22]2)[c:10]2[c:11]1[cH:12][cH:13][c:14]([Br:16])[cH:15]2)[CH3:26])=[O:27].